The task is: describe an organic reaction: reactants, conditions, products, and yield. This data is from the Open Reaction Database (ORD), a public repository of structured organic reaction records. Reactants: CC(NCCCCNC(=O)OC(C)(C)C)c1cnccn1, Cc1cccnc1C=O, ClCCl. Yields the product Cc1cccnc1CN(CCCCNC(=O)OC(C)(C)C)C(C)c1cnccn1. As a reaction SMILES: [C:1]([CH3:2])([CH3:3])([CH3:4])[O:5][C:6]([NH:7][CH2:8][CH2:9][CH2:10][CH2:11][NH:12][CH:13]([CH3:14])[c:15]1[n:16][cH:17][cH:18][n:19][cH:20]1)=[O:21].[CH3:22][c:23]1[c:24]([CH:29]=[O:30])[n:25][cH:26][cH:27][cH:28]1.[Cl:31][CH2:32][Cl:33]>>[C:1]([CH3:2])([CH3:3])([CH3:4])[O:5][C:6]([NH:7][CH2:8][CH2:9][CH2:10][CH2:11][N:12]([CH:13]([CH3:14])[c:15]1[n:16][cH:17][cH:18][n:19][cH:20]1)[CH2:29][c:24]1[c:23]([CH3:22])[cH:28][cH:27][cH:26][n:25]1)=[O:21].